Dataset: the Open Reaction Database (ORD), a public repository of structured organic reaction records. Task: describe an organic reaction: reactants, conditions, products, and yield The reactants are BrC1=CC(=CC=C1)Br (m-dibromobenzene), N1=CC=CC2=CC=CC=C12 (quinoline), Cl (HCl), C(C=1C(S)=CC=CC1)(=O)O (thiosalicyclic acid), cuprous oxide. The solvent is N1=CC=CC=C1 (pyridine). Yields the product BrC=1C=C(C=CC1)SC1=C(C(=O)O)C=CC=C1 (2-(3-Bromophenylthio)benzoic Acid). RXN SMILES: Br[C:2]1[CH:7]=[CH:6][CH:5]=[C:4]([Br:8])[CH:3]=1.[C:9]([OH:18])(=[O:17])[C:10]1[C:11](=[CH:13][CH:14]=[CH:15][CH:16]=1)[SH:12].N1C2C(=CC=CC=2)C=CC=1.Cl>N1C=CC=CC=1>[Br:8][C:4]1[CH:3]=[C:2]([S:12][C:11]2[CH:13]=[CH:14][CH:15]=[CH:16][C:10]=2[C:9]([OH:18])=[O:17])[CH:7]=[CH:6][CH:5]=1. Reported procedure: A mixture consisting of 179 g. m-dibromobenzene (0.758 mole); 46.6 g. thiosalicyclic acid (0.303 mole); 25.9 g cuprous oxide (0.181 mole); 212 cc. quinoline; and 24 cc. pyridine is mechanically stirred and heated in an oil bath at 200° C. to 210° C. for three hours. The internal temperature remains constant at 145° C. The reaction mixture is then poured into 1500 cc. of 5N aqueous HCl. The oily solid is filtered, then dissolved in 750 cc. 1N aqueous NaOH solution; this solution is filtered throu... Reactants: C(C)(=O)NC=1C=CC2=C(SC(=C2)S(N)(=O)=O)C1 (6-Acetamido-2-sulfamoylbenzo[b]thiophene), comparable crude product, O (water), C(=O)(O)[O-].[Na+] (NaHCO3). Solvent: Cl (HCl). Yields the product NC=1C=CC2=C(SC(=C2)S(N)(=O)=O)C1 (6-amino-2-sulfamoylbenzo[b]thiophene). Isolated yield 213.2%. Reaction SMILES: C([NH:4][C:5]1[CH:6]=[CH:7][C:8]2[CH:12]=[C:11]([S:13](=[O:16])(=[O:15])[NH2:14])[S:10][C:9]=2[CH:17]=1)(=O)C.O.C([O-])(O)=O.[Na+]>Cl>[NH2:4][C:5]1[CH:6]=[CH:7][C:8]2[CH:12]=[C:11]([S:13](=[O:15])(=[O:16])[NH2:14])[S:10][C:9]=2[CH:17]=1 |f:2.3|. Procedure details: 6-Acetamido-2-sulfamoylbenzo[b]thiophene (0.8 g, 3 mmole) was suspended in 1N HCl (24 ml). The stirred mixture was heated to refluxing for 1 hour when a clear solution was obtained. After dilution with water (25 ml), the cooled solution was neutralized with saturated NaHCO3 solution. The product precipitated and was collected to obtain 0.57 g (83%), m.p. 240-241° C. dec. This material was combined with 1.3 g of comparable crude product from two other runs and recrystallized from CH3CN, decoloriz... Reactants: Formvar, C1(=CC=CC=C1)NC1=CC(=C(C=C1)[N+]#N)OC (4-(phenylamino)-2-methoxybenzene diazonium), COCC1=CC=C(C=C1)OC1=CC=C(C=C1)COC (bis-(4-methoxymethylphenyl) ether), C1(=C(C(=CC(=C1)C)C)S(=O)(=O)[O-])C (mesitylene sulfonate). Reaction SMILES: C1(NC2C=CC([N+]#N)=[C:10]([O:16]C)[CH:9]=2)C=CC=CC=1.C[O:19][CH2:20][C:21]1C=C[C:24]([O:27][C:28]2[CH:33]=C[C:31]([CH2:34][O:35][CH3:36])=CC=2)=[CH:23]C=1.C1(C)C=C(C)C=C(C)C=1S([O-])(=O)=O>COCCO>[CH3:23][C:24]([O:27][CH:28]=[CH2:33])=[O:16].[CH2:21]=[CH:20][OH:19].[CH2:9]=[CH:10][O:16][CH2:36][O:35][CH:34]=[CH2:31] |f:4.5.6|. Product: CC(=O)OC=C.C=CO.C=COCOC=C (polyvinyl-formal), polymeric condensation product. The solvent is COCCO (methyl cellosolve), COCCO (2-methoxyethanol). Procedure details: To 100 grams of 2-methoxyethanol, available from Union Carbide Corporation as "methyl cellosolve", were added the following components: 1.35 grams of a polyvinyl-formal resin commercially available from Monsanto Corporation as "Formvar 12/85", 0.20 g of a polymeric condensation product of 4-(phenylamino)-2-methoxybenzene diazonium salt and bis-(4-methoxymethylphenyl) ether, isolated in the form of a mesitylene sulfonate, as described in U.S. Pat. No. 3,849,393, assigned to Kalle AG, 0.01 g of 4-...